This data is from the Open Reaction Database (ORD), a public repository of structured organic reaction records. The task is: describe an organic reaction: reactants, conditions, products, and yield Reactants: CCO, Cl, O=[N+]([O-])c1ccc(-c2cnco2)cc1, [Sn]. Yields the product Nc1ccc(-c2cnco2)cc1. As a reaction SMILES: [CH3:17][CH2:18][OH:19].[ClH:16].[N+:1]([O-:2])(=[O:3])[c:4]1[cH:5][cH:6][c:7](-[c:10]2[cH:11][n:12][cH:13][o:14]2)[cH:8][cH:9]1.[Sn:15]>>[NH2:1][c:4]1[cH:5][cH:6][c:7](-[c:10]2[cH:11][n:12][cH:13][o:14]2)[cH:8][cH:9]1.